Dataset: the Open Reaction Database (ORD), a public repository of structured organic reaction records. Task: describe an organic reaction: reactants, conditions, products, and yield Starting materials: COC(C1=CN=C(C=C1)NC(C1=C(C=CC=C1)C)=O)=O (6-(2-methylbenzoylamino)nicotinic acid methyl ester), [OH-].[Na+] (sodium hydroxide), Cl (hydrochloric acid), O (water). Run in CO (methanol). Product: CC1=C(C(=O)NC2=NC=C(C(=O)O)C=C2)C=CC=C1 (6-(2-methylbenzoylamino)nicotinic acid). The yield is 105.5%. RXN SMILES: C[O:2][C:3](=[O:20])[C:4]1[CH:9]=[CH:8][C:7]([NH:10][C:11](=[O:19])[C:12]2[CH:17]=[CH:16][CH:15]=[CH:14][C:13]=2[CH3:18])=[N:6][CH:5]=1.[OH-].[Na+].O.Cl>CO>[CH3:18][C:13]1[CH:14]=[CH:15][CH:16]=[CH:17][C:12]=1[C:11]([NH:10][C:7]1[CH:8]=[CH:9][C:4]([C:3]([OH:20])=[O:2])=[CH:5][N:6]=1)=[O:19] |f:1.2|. Procedure details: To a solution of 6-(2-methylbenzoylamino)nicotinic acid methyl ester (2.1 g) in methanol (30 ml) is added 5% aqueous sodium hydroxide solution (24 ml), and the mixture is refluxed for two hours. To the reaction solution is added water, and the mixture is made weak acidic with 1N aqueous hydrochloric acid solution, and then, extracted with diethyl ether. The extract is dried over magnesium sulfate, and evaporated under reduced pressure to remove the solvent to give 6-(2-methylbenzoylamino)nicotin... Reactants: C(C)OC(CN)=O (glycine ethyl ester), ClCC(=O)Cl (chloroacetylchloride). Yields the product C(C)OC(CNC(CCl)=O)=O (chloroacetylglycine ethyl ester). RXN SMILES: [CH2:1]([O:3][C:4](=[O:7])[CH2:5][NH2:6])[CH3:2].[Cl:8][CH2:9][C:10](Cl)=[O:11]>>[CH2:1]([O:3][C:4](=[O:7])[CH2:5][NH:6][C:10](=[O:11])[CH2:9][Cl:8])[CH3:2]. Reported procedure: The ester prepared in step 1 is reacted with chloroacetylchloride at a temperature of from about -10° to +10° C. in a suitable solvent in the presence of a suitable base to produce chloroacetylglycine ethyl ester. Solvents useful in this reaction include water, dichloromethane, and dichloroethane. Suitable bases include sodium bicarbonate, sodium carbonate, potassium carbonate, and sodium hydroxide. If the aminoacid is used in the form of its hydrochloride, a two-fold excess of base must be used...